This data is from the Open Reaction Database (ORD), a public repository of structured organic reaction records. The task is: describe an organic reaction: reactants, conditions, products, and yield Starting materials: Cn1cnnc1S(=O)(=O)Cc1ccc(C(=O)O)cc1, Cn1cnnc1S(=O)Cc1ccc(C(=O)O)cc1, Nc1ccc(Cl)c(-c2ccccn2)c1. Yields the product Cn1cnnc1S(=O)(=O)Cc1ccc(C(=O)Nc2ccc(Cl)c(-c3ccccn3)c2)cc1. RXN SMILES: [CH3:19][n:20]1[c:21]([S:25](=[O:26])(=[O:27])[CH2:28][c:29]2[cH:30][cH:31][c:32]([C:33](=[O:34])[OH:35])[cH:36][cH:37]2)[n:22][n:23][cH:24]1.[CH3:1][n:2]1[cH:3][n:4][n:5][c:6]1[S:7]([CH2:8][c:9]1[cH:10][cH:11][c:12]([C:13]([OH:14])=[O:15])[cH:16][cH:17]1)=[O:18].[Cl:38][c:39]1[c:40](-[c:46]2[n:47][cH:48][cH:49][cH:50][cH:51]2)[cH:41][c:42]([NH2:43])[cH:44][cH:45]1>>[CH3:19][n:20]1[c:21]([S:25](=[O:26])(=[O:27])[CH2:28][c:29]2[cH:30][cH:31][c:32]([C:33](=[O:35])[NH:43][c:42]3[cH:41][c:40](-[c:46]4[n:47][cH:48][cH:49][cH:50][cH:51]4)[c:39]([Cl:38])[cH:45][cH:44]3)[cH:36][cH:37]2)[n:22][n:23][cH:24]1. Reactants: CC(C)(C)[Si](C)(C)OCCCCc1cc(-c2ccc3cn(Cc4ccccc4)nc3c2)c2c(N)ncnn12, CCO, Cl, [Na+], O=C([O-])O. Yields the product Nc1ncnn2c(CCCCO)cc(-c3ccc4cn(Cc5ccccc5)nc4c3)c12. As a reaction SMILES: [CH2:1]([c:2]1[cH:3][cH:4][cH:5][cH:6][cH:7]1)[n:8]1[n:9][c:10]2[cH:11][c:12](-[c:17]3[cH:18][c:19]([CH2:27][CH2:28][CH2:29][CH2:30][O:31][Si:32]([C:33]([CH3:34])([CH3:35])[CH3:36])([CH3:37])[CH3:38])[n:20]4[n:21][cH:22][n:23][c:24]([NH2:26])[c:25]34)[cH:13][cH:14][c:15]2[cH:16]1.[CH3:45][CH2:46][OH:47].[ClH:39].[Na+:44].[O-:40][C:41]([OH:42])=[O:43]>>[CH2:1]([c:2]1[cH:3][cH:4][cH:5][cH:6][cH:7]1)[n:8]1[n:9][c:10]2[cH:11][c:12](-[c:17]3[cH:18][c:19]([CH2:27][CH2:28][CH2:29][CH2:30][OH:31])[n:20]4[n:21][cH:22][n:23][c:24]([NH2:26])[c:25]34)[cH:13][cH:14][c:15]2[cH:16]1. Reactants: BrC1=CC(=C(C(=C1)F)O[C@@H](C)CC)F (1-Bromo-3,5-difluoro-4-(2-(S)-butoxy)benzene), 1,1′-bis(diphenylphosino)ferrocene, CN(C)C=O (DMF). Reagents/catalysts: [C-]#N.[Zn+2].[C-]#N (zinc cyanide), C=1C=CC(=CC1)/C=C/C(=O)/C=C/C2=CC=CC=C2.C=1C=CC(=CC1)/C=C/C(=O)/C=C/C2=CC=CC=C2.C=1C=CC(=CC1)/C=C/C(=O)/C=C/C2=CC=CC=C2.[Pd].[Pd] (tris(dibenzylideneacetone)dipalladium(0)). The solvent is O (water). Run at temperature 80 celsius. Yields the product FC=1C=C(C#N)C=C(C1O[C@@H](C)CC)F (3,5-Difluoro-4-(2-(S)-butoxy)benzonitrile). As a reaction SMILES: Br[C:2]1[CH:7]=[C:6]([F:8])[C:5]([O:9][C@H:10]([CH2:12][CH3:13])[CH3:11])=[C:4]([F:14])[CH:3]=1.[CH3:15][N:16](C=O)C>O.[C-]#N.[Zn+2].[C-]#N.C1C=CC(/C=C/C(/C=C/C2C=CC=CC=2)=O)=CC=1.C1C=CC(/C=C/C(/C=C/C2C=CC=CC=2)=O)=CC=1.C1C=CC(/C=C/C(/C=C/C2C=CC=CC=2)=O)=CC=1.[Pd].[Pd]>[F:14][C:4]1[CH:3]=[C:2]([CH:7]=[C:6]([F:8])[C:5]=1[O:9][C@H:10]([CH2:12][CH3:13])[CH3:11])[C:15]#[N:16] |f:3.4.5,6.7.8.9.10|. Procedure details: A solution of 400 mg (1.5 mmol) of 1-bromo-3,5-difluoro-4-(2-(S)-butoxy)benzene (from Step A), 106 mg (0.9 mmol) of zinc cyanide, 69 mg of tris(dibenzylideneacetone)dipalladium(0) and 100 mg (0.18 mmol) of 1,1′-bis(diphenylphosino)ferrocene in 3 mL of DMF and 30 μL of water. The resulting solution was heated to 80° C. for 1 h and then cooled and concentrated. Chromatography on a Biotage 40M cartridge using 20:1 v/v hexanes/EtOAc as the eluant afforded 280 mg of the title compound: 1H NMR (500 Mh... Starting materials: ClCCl, CCN(C(C)C)C(C)C, Clc1ccccc1Cl, Cl, Cl, Nc1ccc(N2CCC(=O)CC2)cc1, O=S(=O)(Cl)Cl. Yields the product O=C1CCN(c2ccc(NS(=O)(=O)c3ccc(Cl)c(Cl)c3)cc2)CC1. RXN SMILES: [CH2:39]([Cl:40])[Cl:41].[CH:17]([N:18]([CH:19]([CH3:20])[CH3:21])[CH2:22][CH3:23])([CH3:24])[CH3:25].[Cl:31][c:32]1[cH:33][cH:34][cH:35][cH:36][c:37]1[Cl:38].[ClH:1].[ClH:2].[NH2:3][c:4]1[cH:5][cH:6][c:7]([N:10]2[CH2:11][CH2:12][C:13](=[O:16])[CH2:14][CH2:15]2)[cH:8][cH:9]1.[S:26](=[O:27])(=[O:28])([Cl:29])[Cl:30]>>[NH:3]([c:4]1[cH:5][cH:6][c:7]([N:10]2[CH2:11][CH2:12][C:13](=[O:16])[CH2:14][CH2:15]2)[cH:8][cH:9]1)[S:26](=[O:27])(=[O:28])[c:34]1[cH:33][c:32]([Cl:31])[c:37]([Cl:38])[cH:36][cH:35]1.